From a dataset of the Open Reaction Database (ORD), a public repository of structured organic reaction records. describe an organic reaction: reactants, conditions, products, and yield Yields the product BrC1=CC=C(C=C1)[C@H](CC(=O)C=1C=NC(=CC1)OC)C1=C(C=CC=C1)C ((S)-3-(4-Bromophenyl)-1-(6-methoxypyridin-3-yl)-3-o-tolylpropan-1-one). Reaction SMILES: Br[C:2]1[CH:3]=[CH:4][C:5]([O:8][CH3:9])=[N:6][CH:7]=1.C([Li])CCC.[Br:15][C:16]1[CH:21]=[CH:20][C:19]([C@@H:22]([C:30]2[CH:35]=[CH:34][CH:33]=[CH:32][C:31]=2[CH3:36])[CH2:23][C:24](N(OC)C)=[O:25])=[CH:18][CH:17]=1>>[Br:15][C:16]1[CH:17]=[CH:18][C:19]([C@@H:22]([C:30]2[CH:35]=[CH:34][CH:33]=[CH:32][C:31]=2[CH3:36])[CH2:23][C:24]([C:2]2[CH:7]=[N:6][C:5]([O:8][CH3:9])=[CH:4][CH:3]=2)=[O:25])=[CH:20][CH:21]=1. Procedure: In analogy to example 151, step 1, 5-bromo-2-methoxypyridine was reacted first with n-butyllithium and later with (S)-3-(4-bromo-phenyl)-N-methoxy-N-methyl-3-o-tolyl-propionamide (example 142, step 1) to give the title compound as a colourless oil, MS (ESI+): m/z=410.1 [M+H]+. Starting materials: BrC=1C=CC(=NC1)OC (5-bromo-2-methoxypyridine), C(CCC)[Li] (n-butyllithium), BrC1=CC=C(C=C1)[C@H](CC(=O)N(C)OC)C1=C(C=CC=C1)C ((S)-3-(4-bromo-phenyl)-N-methoxy-N-methyl-3-o-tolyl-propionamide). The reactants are Cl\C=C\C(=O)C1CCC2(CC1)CCCCC2 (1-chloro-3-(spiro[5.5]undec-3-yl)-1E-propen-3-one), [I-].[Na+] (sodium iodide). Run in CC(=O)C (acetone). The product is I\C=C\C(=O)C1CCC2(CC1)CCCCC2 (1-iodo-3-(spiro[5.5]undec-3-yl)-1E-propen-3-one). Yield: 70.9%. RXN SMILES: Cl/[CH:2]=[CH:3]/[C:4]([CH:6]1[CH2:11][CH2:10][C:9]2([CH2:16][CH2:15][CH2:14][CH2:13][CH2:12]2)[CH2:8][CH2:7]1)=[O:5].[I-:17].[Na+]>CC(C)=O>[I:17]/[CH:2]=[CH:3]/[C:4]([CH:6]1[CH2:11][CH2:10][C:9]2([CH2:16][CH2:15][CH2:14][CH2:13][CH2:12]2)[CH2:8][CH2:7]1)=[O:5] |f:1.2|. Procedure details: In a procedure as described in Example 9H, 1-chloro-3-(spiro[5.5]undec-3-yl)-1E-propen-3-one was reacted with sodium iodide in acetone to yield 1-iodo-3-(spiro[5.5]undec-3-yl)-1E-propen-3-one (70.9%). Starting materials: CC=1N=NC(=C[N+]1[O-])C1=CC=CC=C1 (3-methyl-6-phenyl-[1,2,4]triazine-4-oxide), C1(=CC=C(C=C1)S(=O)(=O)Cl)C (p-toluenesulfonyl chloride), N (ammonia), N (ammonia), solution. Solvent: C(Cl)(Cl)Cl (chloroform), O1CCOCC1 (dioxane). Reaction conditions: time 30 minute. Yields the product NC=1N=C(N=NC1C1=CC=CC=C1)C (5-Amino-3-methyl-6-phenyl-[1,2,4]triazine). As a reaction SMILES: [CH3:1][C:2]1[N:3]=[N:4][C:5]([C:9]2[CH:14]=[CH:13][CH:12]=[CH:11][CH:10]=2)=[CH:6][N+:7]=1[O-].C1(C)C=CC(S(Cl)(=O)=O)=CC=1.[NH3:26]>C(Cl)(Cl)Cl.O1CCOCC1>[NH2:26][C:6]1[N:7]=[C:2]([CH3:1])[N:3]=[N:4][C:5]=1[C:9]1[CH:14]=[CH:13][CH:12]=[CH:11][CH:10]=1. Reported procedure: To a solution of 3-methyl-6-phenyl-[1,2,4]triazine-4-oxide (3 g, 16 mmol) in chloroform (80 ml) was added p-toluenesulfonyl chloride (3.05 g, 16 mmol) and the mixture stirred under nitrogen at room temperature for 30 min. To this mixture was added aqueous ammonia (48 ml of 12%) and ammonia in dioxane (160 ml of a 0.5 M solution) and stirred at room temperature for 72 h. The organic layer was separated from the aqueous which was extracted with dichloromethane (2×20 ml), the combined organic layer... The reactants are [O-]CC.[Na+] (sodium ethoxide), N1=C(C=CC=C1)CC#N (2-Pyridylacetonitrile), ice, C(C)OC(C=[N+]=[N-])=O (Ethyldiazoacetate), C(=O)=O (carbon dioxide). The solvent is C(C)O (ethanol), O (Water). Reaction conditions: temperature 0 celsius, time 30 minute. The product is NC=1C(=NNC1C(=O)OCC)C1=NC=CC=C1 (Ethyl 4-amino-3-(pyridin-2-yl)-1H-pyrazole-5-carboxylate). The yield is 59.5%. RXN SMILES: [N:1]1[CH:6]=[CH:5][CH:4]=[CH:3][C:2]=1[CH2:7][C:8]#[N:9].[O-]CC.[Na+].[CH2:14]([O:16][C:17](=[O:21])[CH:18]=[N+:19]=[N-:20])[CH3:15].C(=O)=O>C(O)C.O>[NH2:9][C:8]1[C:7]([C:2]2[CH:3]=[CH:4][CH:5]=[CH:6][N:1]=2)=[N:20][NH:19][C:18]=1[C:17]([O:16][CH2:14][CH3:15])=[O:21] |f:1.2|. Procedure: 2-Pyridylacetonitrile (10 ml, 94.0 mmol) was added dropwise over 20 minutes to an ice-cooled solution of sodium ethoxide (34 ml, 2.76M, 94.0 mmol) in ethanol (50 ml), and the mixture stirred at 0° C. for 30 minutes. Ethyldiazoacetate (9.9 ml, 94.0 mmol) was added dropwise over 15 minutes and the reaction allowed to warm to room temperature and stirred for a furter 18 hours. Water (300 ml) was added, the mixture neutralised with solid carbon dioxide, and the resulting precipitate filtered and dri... The reactants are ClC1=CC=C(C=C1)SC1=C(N=C(O1)C1CCOCC1)CO ({5-[(4-chlorophenyl)sulfanyl]-2-(tetrahydro-2H-pyran-4-yl)-1,3-oxazol-4-yl}methanol), N1N=CC2=CC(=CC=C12)O (1H-indazol-5-ol). The product is ClC1=CC=C(C=C1)SC1=C(N=C(O1)C1CCOCC1)COC=1C=C2C=NNC2=CC1 (5-({5-[(4-chlorophenyl)sulfanyl]-2-(tetrahydro-2H-pyran-4-yl)-1,3-oxazol-4-yl}methoxy)-1H-indazole). RXN SMILES: [Cl:1][C:2]1[CH:7]=[CH:6][C:5]([S:8][C:9]2[O:13][C:12]([CH:14]3[CH2:19][CH2:18][O:17][CH2:16][CH2:15]3)=[N:11][C:10]=2[CH2:20][OH:21])=[CH:4][CH:3]=1.[NH:22]1[C:30]2[C:25](=[CH:26][C:27](O)=[CH:28][CH:29]=2)[CH:24]=[N:23]1>>[Cl:1][C:2]1[CH:7]=[CH:6][C:5]([S:8][C:9]2[O:13][C:12]([CH:14]3[CH2:15][CH2:16][O:17][CH2:18][CH2:19]3)=[N:11][C:10]=2[CH2:20][O:21][C:27]2[CH:26]=[C:25]3[C:30](=[CH:29][CH:28]=2)[NH:22][N:23]=[CH:24]3)=[CH:4][CH:3]=1. Reported procedure: Prepared from {5-[(4-chlorophenyl)sulfanyl]-2-(tetrahydro-2H-pyran-4-yl)-1,3-oxazol-4-yl}methanol (INTERMEDIATE C6.1) and 1H-indazol-5-ol using a similar procedure as described in the preparation of example B2.1. MS: M+H=442. The reactants are mercuric chloride, C([O-])([O-])=O.[Ca+2] (calcium carbonate), C(C)#N (acetonitrile), CN(CCC1(SCCCS1)C=1N(C=CC1)CC1=C(C=CC=C1)F)C (2-(2-dimethylaminoethyl)-2-[1-(o-fluorobenzyl)-2-pyrryl]-1,3-dithiane), C(C)#N (acetonitrile). The solvent is CCCCCC (n-hexane). Product: CN(CCC(=O)C=1N(C=CC1)CC1=C(C=CC=C1)F)C (2-(3-dimethylaminopropionyl)-1-(o-fluorobenzyl)pyrrole). RXN SMILES: C(=O)([O-])[O-:2].[Ca+2].C(#N)C.[CH3:9][N:10]([CH3:32])[CH2:11][CH2:12][C:13]1([C:19]2[N:20]([CH2:24][C:25]3[CH:30]=[CH:29][CH:28]=[CH:27][C:26]=3[F:31])[CH:21]=[CH:22][CH:23]=2)SCCCS1>CCCCCC>[CH3:9][N:10]([CH3:32])[CH2:11][CH2:12][C:13]([C:19]1[N:20]([CH2:24][C:25]2[CH:30]=[CH:29][CH:28]=[CH:27][C:26]=2[F:31])[CH:21]=[CH:22][CH:23]=1)=[O:2] |f:0.1|. Procedure: To a solution of 28.1 g of mercuric chloride and 10.3 g of calcium carbonate in 150 ml of aqueous 80% acetonitrile is added under nitrogen a solution of 17.0 g of 2-(2-dimethylaminoethyl)-2-[1-(o-fluorobenzyl)-2-pyrryl]-1,3-dithiane in 100 ml of aqueous 80% acetonitrile. The reaction mixture is stirred at reflux for 4 hours, the mixture is permitted to cool and filtered through celite. The filter cake is washed with a hexane-dichloromethane mixture and the was solution is washed successively wit...